From a dataset of the Open Reaction Database (ORD), a public repository of structured organic reaction records. describe an organic reaction: reactants, conditions, products, and yield Reactants: CO, O=C(Nc1ccccc1)c1c(CN2CCOCC2)cccc1[N+](=O)[O-]. Product: Nc1cccc(CN2CCOCC2)c1C(=O)Nc1ccccc1. As a reaction SMILES: [CH3:26][OH:27].[O:1]1[CH2:2][CH2:3][N:4]([CH2:7][c:8]2[c:9]([C:10](=[O:11])[NH:12][c:13]3[cH:14][cH:15][cH:16][cH:17][cH:18]3)[c:19]([N+:23]([O-:24])=[O:25])[cH:20][cH:21][cH:22]2)[CH2:5][CH2:6]1>>[O:1]1[CH2:2][CH2:3][N:4]([CH2:7][c:8]2[c:9]([C:10](=[O:11])[NH:12][c:13]3[cH:14][cH:15][cH:16][cH:17][cH:18]3)[c:19]([NH2:23])[cH:20][cH:21][cH:22]2)[CH2:5][CH2:6]1. Starting materials: C(C=C)S (allylmercaptan), [Na] (sodium), C(C)OC=1N=NC(=C(C1C)C)Cl (3-ethoxy-4,5-dimethyl-6-chloropyridazine). Solvent: CO (methanol). Yields the product C(C)OC=1N=NC(=C(C1C)C)SCC=C (3-ethoxy-4,5-dimethyl-6-allylthiopyridazine). Reaction SMILES: [Na].[CH2:2]([SH:5])[CH:3]=[CH2:4].[CH2:6]([O:8][C:9]1[N:10]=[N:11][C:12](Cl)=[C:13]([CH3:16])[C:14]=1[CH3:15])[CH3:7]>CO>[CH2:6]([O:8][C:9]1[N:10]=[N:11][C:12]([S:5][CH2:2][CH:3]=[CH2:4])=[C:13]([CH3:16])[C:14]=1[CH3:15])[CH3:7] |^1:0|. Reported procedure: 0.23 g(0.01 mol) of metallic sodium was dissolved in 100 ml of absolute methanol and then mixed with 0.93 ml(0.01 mol) of allylmercaptan. To this mixture was added 1.87 g(0.01 mol) of 3-ethoxy-4,5-dimethyl-6-chloropyridazine obtained from Preparation 8. The reaction solution was refluxed for 3 hours and then treated according to the same manner as Example 1 to obtain the title compound as a freezing white crystal. Reactants: Cc1c[nH]c2ccc(CN)cc12, Cc1c(Cl)nc(NCC2CCCCN2CC2CC2)c(=O)n1CC(=O)O. The product is Cc1c[nH]c2ccc(CNC(=O)Cn3c(C)c(Cl)nc(NCC4CCCCN4CC4CC4)c3=O)cc12. As a reaction SMILES: [CH3:26][c:27]1[cH:28][nH:29][c:30]2[cH:31][cH:32][c:33]([CH2:36][NH2:37])[cH:34][c:35]12.[Cl:1][c:2]1[c:3]([CH3:25])[n:4]([CH2:21][C:22](=[O:23])[OH:24])[c:5](=[O:20])[c:6]([NH:8][CH2:9][CH:10]2[N:11]([CH2:16][CH:17]3[CH2:18][CH2:19]3)[CH2:12][CH2:13][CH2:14][CH2:15]2)[n:7]1>>[Cl:1][c:2]1[c:3]([CH3:25])[n:4]([CH2:21][C:22](=[O:23])[NH:37][CH2:36][c:33]2[cH:32][cH:31][c:30]3[nH:29][cH:28][c:27]([CH3:26])[c:35]3[cH:34]2)[c:5](=[O:20])[c:6]([NH:8][CH2:9][CH:10]2[N:11]([CH2:16][CH:17]3[CH2:18][CH2:19]3)[CH2:12][CH2:13][CH2:14][CH2:15]2)[n:7]1. Run in C(Cl)(Cl)(Cl)Cl (carbon tetrachloride). Run at temperature 95 celsius, time 8 hour. As a reaction SMILES: [Br:1][C:2]1[CH:7]=[CH:6][C:5]([N:8]([C:16]2[CH:21]=[CH:20][C:19]([C:22]#[N:23])=[CH:18][CH:17]=2)[C:9](=[O:15])[O:10][C:11]([CH3:14])([CH3:13])[CH3:12])=[CH:4][C:3]=1[CH3:24].[Br:25]N1C(=O)CCC1=O>C(Cl)(Cl)(Cl)Cl>[Br:1][C:2]1[CH:7]=[CH:6][C:5]([N:8]([C:16]2[CH:17]=[CH:18][C:19]([C:22]#[N:23])=[CH:20][CH:21]=2)[C:9](=[O:15])[O:10][C:11]([CH3:12])([CH3:13])[CH3:14])=[CH:4][C:3]=1[CH2:24][Br:25]. Starting materials: BrC1=C(C=C(C=C1)N(C(OC(C)(C)C)=O)C1=CC=C(C=C1)C#N)C (tert-butyl N-(4-bromo-3-methylphenyl)-N-(4-cyanophenyl)carbamate), BrN1C(CCC1=O)=O (N-bromosuccinimide), 2,2-azobisisobutyronitrile, BrN1C(CCC1=O)=O (N-bromosuccinimide), 2,2-azobisisobutyronitrile. Product: BrC1=C(C=C(C=C1)N(C(OC(C)(C)C)=O)C1=CC=C(C=C1)C#N)CBr (tert-butyl N-[4-bromo-3-(bromomethyl)phenyl]-N-(4-cyanophenyl)carbamate). Reported procedure: A mixture of tert-butyl N-(4-bromo-3-methylphenyl)-N-(4-cyanophenyl)carbamate (6.18 g, 15.9 mmol), N-bromosuccinimide (2.84 g, 15.96 mmol) and 2,2-azobisisobutyronitrile (0.13 g, 0.798 mmol) in carbon tetrachloride (160 mL) was stirred under nitrogen atmosphere at 95° C. overnight. Then more N-bromosuccinimide (0.566 g, 3.18 mmol) and 2,2-azobisisobutyronitrile was added and the reaction was stirred under nitrogen atmosphere at 95° C. overnight. The reaction mixture was then washed with water, b... Reactants: OC(C1C(CCCCCC1)=O)C1=CC(=CC=C1)OC (2-{hydroxy-(3-methoxyphenyl)methyl}-cyclooctanone). Reagents/catalysts: [Pd] (Pd/C). The solvent is C(C)O (ethanol). Run at time 10 hour. Yields the product COC=1C=C(CC2C(CCCCCC2)=O)C=CC1 (2-(3-methoxybenzyl)cyclooctanone). Yield: 42.6%. As a reaction SMILES: O[CH:2]([C:12]1[CH:17]=[CH:16][CH:15]=[C:14]([O:18][CH3:19])[CH:13]=1)[CH:3]1[CH2:10][CH2:9][CH2:8][CH2:7][CH2:6][CH2:5][C:4]1=[O:11]>C(O)C.[Pd]>[CH3:19][O:18][C:14]1[CH:13]=[C:12]([CH:17]=[CH:16][CH:15]=1)[CH2:2][CH:3]1[CH2:10][CH2:9][CH2:8][CH2:7][CH2:6][CH2:5][C:4]1=[O:11]. Procedure details: A mixture of 2-{hydroxy-(3-methoxyphenyl)methyl}-cyclooctanone (6.0 g) and 10% Pd/C (2 g) in ethanol (120 ml) was stirred under H2 for 10 hours. The catalyst was filtered off and filtrate was evaporated in vacuo. The residue was purified by chromatography on silica gel to give 2-(3-methoxybenzyl)cyclooctanone (2.4 g). Reactants: B, C1CCOC1, Cc1ccc2c(c1)c1c(OCC#N)cccc1n2Cc1ccccc1, CSC. Yields the product Cc1ccc2c(c1)c1c(OCCN)cccc1n2Cc1ccccc1. RXN SMILES: [BH3:4].[CH2:30]1[O:31][CH2:32][CH2:33][CH2:34]1.[CH2:5]([c:6]1[cH:7][cH:8][cH:9][cH:10][cH:11]1)[n:12]1[c:13]2[cH:14][cH:15][c:16]([CH3:29])[cH:17][c:18]2[c:19]2[c:20]([O:25][CH2:26][C:27]#[N:28])[cH:21][cH:22][cH:23][c:24]12.[CH3:1][S:2][CH3:3]>>[CH2:5]([c:6]1[cH:7][cH:8][cH:9][cH:10][cH:11]1)[n:12]1[c:13]2[cH:14][cH:15][c:16]([CH3:29])[cH:17][c:18]2[c:19]2[c:20]([O:25][CH2:26][CH2:27][NH2:28])[cH:21][cH:22][cH:23][c:24]12. Product: C1(CCCC1)N1C2=C(N(C(C3(C1)CC3)=O)C)C=NC(=N2)NC2=C(C=C(C(=O)N[C@H]3CN(CC3)CC)C=C2)OC (4-(9′-cyclopentyl-5′-methyl-6′-oxo-5′,6′,8′,9′-tetrahydrospiro[cyclopropane-1,7′-pyrimido[5,4-b][1,4]diazepine]-2′-ylamino)-N-[(3R)-1-ethylpyrrolidin-3-yl]-3-methoxy-benzamide). Procedure details: The title compound was prepared by an analogous method to the preparation of Example 350, utilising, 2′-chloro-9′-cyclopentyl-5′-methyl-8′,9′-dihydrospiro[cyclopropane-1,7′-pyrimido[5,4-b][1,4]diazepin]-6′(5′H)-one (Intermediate 130; 75 mg, 0.24 mmol), and 4-amino-N-[(3R)-1-ethylpyrrolidin-3-yl]-3-methoxy-benzamide (Intermediate 245; 70 mg, 0.26 mmol) heating by microwave irradiation at 160° C. for 1 hour, as an off-white foam (50 mg, 39%). The reactants are foam, ClC=1N=CC=2N(C(C3(CN(C2N1)C1CCCC1)CC3)=O)C (2′-chloro-9′-cyclopentyl-5′-methyl-8′,9′-dihydrospiro[cyclopropane-1,7′-pyrimido[5,4-b][1,4]diazepin]-6′(5′H)-one), ClC=1N=CC=2N(C(C3(CN(C2N1)C1CCCC1)CC3)=O)C (2′-chloro-9′-cyclopentyl-5′-methyl-8′,9′-dihydrospiro[cyclopropane-1,7′-pyrimido[5,4-b][1,4]diazepin]-6′(5′H)-one), NC1=C(C=C(C(=O)N[C@H]2CN(CC2)CC)C=C1)OC (4-amino-N-[(3R)-1-ethylpyrrolidin-3-yl]-3-methoxy-benzamide), NC1=C(C=C(C(=O)N[C@H]2CN(CC2)CC)C=C1)OC (4-amino-N-[(3R)-1-ethylpyrrolidin-3-yl]-3-methoxy-benzamide). Reaction SMILES: Cl[C:2]1[N:3]=[CH:4][C:5]2[N:6]([CH3:21])[C:7](=[O:20])[C:8]3([CH2:19][CH2:18]3)[CH2:9][N:10]([CH:13]3[CH2:17][CH2:16][CH2:15][CH2:14]3)[C:11]=2[N:12]=1.[NH2:22][C:23]1[CH:38]=[CH:37][C:26]([C:27]([NH:29][C@@H:30]2[CH2:34][CH2:33][N:32]([CH2:35][CH3:36])[CH2:31]2)=[O:28])=[CH:25][C:24]=1[O:39][CH3:40]>>[CH:13]1([N:10]2[CH2:9][C:8]3([CH2:19][CH2:18]3)[C:7](=[O:20])[N:6]([CH3:21])[C:5]3[CH:4]=[N:3][C:2]([NH:22][C:23]4[CH:38]=[CH:37][C:26]([C:27]([NH:29][C@@H:30]5[CH2:34][CH2:33][N:32]([CH2:35][CH3:36])[CH2:31]5)=[O:28])=[CH:25][C:24]=4[O:39][CH3:40])=[N:12][C:11]2=3)[CH2:17][CH2:16][CH2:15][CH2:14]1.